From a dataset of the Open Reaction Database (ORD), a public repository of structured organic reaction records. describe an organic reaction: reactants, conditions, products, and yield The reactants are C(C)(=O)OCCN1C(=CC(=C1)Cl)C(C(=O)OCC)=O (ethyl 1-(2-acetoxyethyl)-4-chloropyrrole-2-glyoxalate), C(=O)=O (dry ice), [BH4-].[Na+] (sodium borohydride). The solvent is CO (methanol), C(C)(=O)O (acetic acid), CO (methanol), O (water), O (water), C(Cl)(Cl)(Cl)Cl (carbon tetrachloride). The product is C(C)(=O)OCCN1C(=CC(=C1)Cl)C(C(=O)OCC)O (ethyl 1-(2-acetoxyethyl)-4-chloropyrrole-2-glycolate), Formula VI. RXN SMILES: C(=O)=O.[BH4-].[Na+].[C:6]([O:9][CH2:10][CH2:11][N:12]1[CH:16]=[C:15]([Cl:17])[CH:14]=[C:13]1[C:18](=[O:24])[C:19]([O:21][CH2:22][CH3:23])=[O:20])(=[O:8])[CH3:7]>CO.O.C(O)(=O)C.C(Cl)(Cl)(Cl)Cl>[C:6]([O:9][CH2:10][CH2:11][N:12]1[CH:16]=[C:15]([Cl:17])[CH:14]=[C:13]1[CH:18]([OH:24])[C:19]([O:21][CH2:22][CH3:23])=[O:20])(=[O:8])[CH3:7] |f:1.2|. Conditions: time 1 hour. Reported procedure: A solution of water (25 ml.) in methanol (300 ml.) is cooled in a dry ice:carbon tetrachloride:acetone bath to -30° and 23.7 g. of sodium borohydride is added thereto. When the violent reaction has subsided, there is added, in a drop wise manner, 40 g. (0.139 mol.) of ethyl 1-(2-acetoxyethyl)-4-chloropyrrole-2-glyoxalate dissolved in methanol (400 ml.) at a rate such that the temperature does not exceed -20°. The reaction is maintained at this temperature for two hours when there is added a solu... Reactants: C(C1=CC=CC=C1)(=O)C1=CC=C(C=C1)B(O)O (4-benzoyl phenyl boronic acid), Cl.O(C)N (methoxyl amine hydrochloride). Solvent: N1=CC=CC=C1 (pyridine), CCO (EtOH). Product: CON=C(C1=CC=CC=C1)C1=CC=C(C=C1)B(O)O ((4-Dihydroxyboranyl-phenyl)-phenyl-methanone O-methyl-oxime). As a reaction SMILES: [C:1]([C:9]1[CH:14]=[CH:13][C:12]([B:15]([OH:17])[OH:16])=[CH:11][CH:10]=1)(=O)[C:2]1[CH:7]=[CH:6][CH:5]=[CH:4][CH:3]=1.Cl.[O:19]([NH2:21])[CH3:20]>N1C=CC=CC=1.CCO>[CH3:20][O:19][N:21]=[C:1]([C:9]1[CH:14]=[CH:13][C:12]([B:15]([OH:17])[OH:16])=[CH:11][CH:10]=1)[C:2]1[CH:7]=[CH:6][CH:5]=[CH:4][CH:3]=1 |f:1.2|. Procedure: A solution of 4-benzoyl phenyl boronic acid (226.00 mg, 1.00 mmol) and methoxyl amine hydrochloride (101.00 mg, 1.20 mmol) in pyridine (5 mL) and EtOH (5 mL) was refluxed at 125° C. for 24 h. Reaction was then concentrated in vacuo to give a crude product which was used for next step without further purification. MS (ES+): m/z 256.00 (100)[MH+]. HPLC: tR=3.17 min (Open Lynx polar—5 min). The reactants are C1(C=CC(C=C1)=O)=O (1,4-benzoquinone), resultant mixture, O (water), ceric ammonium nitrate, CC(=C)C(=C)C (2,3-dimethyl-1,3-butadiene), resultant mixture. Run in C1(=CC=CC=C1)C (toluene), C(C)(=O)O (acetic acid). The product is crude product, CC=1CC=2C(C=CC(C2CC1C)=O)=O (5,8-dihydro-6,7-dimethyl-1,4-naphthoquinone). Yield: 88.0%. Reaction SMILES: [C:1]1(=[O:8])[CH:6]=[CH:5][C:4](=[O:7])[CH:3]=[CH:2]1.[CH3:9][C:10]([C:12]([CH3:14])=[CH2:13])=[CH2:11].O>C1(C)C=CC=CC=1.C(O)(=O)C>[CH3:9][C:10]1[CH2:11][C:6]2[C:1](=[O:8])[CH:2]=[CH:3][C:4](=[O:7])[C:5]=2[CH2:13][C:12]=1[CH3:14]. Procedure details: In toluene (60 ml) and acetic acid (10 ml), were dissolved 14.0 g (0.13 mol) of 1,4-benzoquinone, to which 20.0 g (0.24 mol) of 2,3-dimethyl-1,3-butadiene were added at -10° C. under stirring. Thereafter, the resultant mixture was gradually heated and stirred further for 3 hours at 40° C. The liquid reaction mixture was washed with water, and an organic layer was dried and concentrated under reduced pressure. Concentrated hydrochloric acid (1 ml) and ethanol (60 ml) were added to the residue, an... The product is ClC1=CC=C(C=C1)C(CC#N)P(OCC)(=O)C(OCC)OCC (ethyl 1-(4-chlorophenyl)-2-cyanoethyl(diethoxymethyl)phosphinate). Run in C(C)O (ethanol), C(C)O (ethanol). Procedure: A solution of 25.8 g of ethyl (diethoxymethyl)phosphonite and 18.0 g of 4-chlorocinnamonitrile in 100 ml of ethanol is added to a stirred mixture of 1.2 g of sodium hydride (50% dispersion in oil) in 30 ml of ethanol at 0° C. under an atmosphere of nitrogen. The reaction mixture is allowed to warm to room temperature and stirred for 4 hours. 1 ml of glacial acetic acid is added and the mixture is concentrated under reduced pressure. The resulting crude product is dissolved in 50 ml of ethyl acet... Reaction conditions: time 4 hour. Reactants: C(C)(=O)O (acetic acid), C(C)OC(OCC)P(OCC)[O-] (ethyl (diethoxymethyl)phosphonite), ClC1=CC=C(C=CC#N)C=C1 (4-chlorocinnamonitrile), [H-].[Na+] (sodium hydride). RXN SMILES: [CH2:1]([O:3][CH:4]([P:8]([O-:12])[O:9][CH2:10][CH3:11])[O:5][CH2:6][CH3:7])[CH3:2].[Cl:13][C:14]1[CH:23]=[CH:22][C:17]([CH:18]=[CH:19][C:20]#[N:21])=[CH:16][CH:15]=1.[H-].[Na+].C(O)(=O)C>C(O)C>[Cl:13][C:14]1[CH:15]=[CH:16][C:17]([CH:18]([P:8]([CH:4]([O:5][CH2:6][CH3:7])[O:3][CH2:1][CH3:2])(=[O:12])[O:9][CH2:10][CH3:11])[CH2:19][C:20]#[N:21])=[CH:22][CH:23]=1 |f:2.3|. The reactants are C(O)([O-])=O.[Na+] (sodium hydrogencarbonate), FC=1C=C(C=CC1)C1=NN(C2=CC=C(C=C12)N)C(C1=CC=CC=C1)(C1=CC=CC=C1)C1=CC=CC=C1 (3-(3-fluoro-phenyl)-1-trityl-1H-indazol-5-ylamine), BrBr (bromine). Solvent: ClCCl (dichloromethane), ClCCl (dichloromethane). Product: BrC1=C2C(=NN(C2=CC=C1N)C(C1=CC=CC=C1)(C1=CC=CC=C1)C1=CC=CC=C1)C1=CC(=CC=C1)F (4-Bromo-3-(3-fluoro-phenyl)-1-trityl-1H-indazol-5-yl-amine). As a reaction SMILES: [F:1][C:2]1[CH:3]=[C:4]([C:8]2[C:16]3[C:11](=[CH:12][CH:13]=[C:14]([NH2:17])[CH:15]=3)[N:10]([C:18]([C:31]3[CH:36]=[CH:35][CH:34]=[CH:33][CH:32]=3)([C:25]3[CH:30]=[CH:29][CH:28]=[CH:27][CH:26]=3)[C:19]3[CH:24]=[CH:23][CH:22]=[CH:21][CH:20]=3)[N:9]=2)[CH:5]=[CH:6][CH:7]=1.C(=O)([O-])O.[Na+].[Br:42]Br>ClCCl>[Br:42][C:15]1[C:14]([NH2:17])=[CH:13][CH:12]=[C:11]2[C:16]=1[C:8]([C:4]1[CH:5]=[CH:6][CH:7]=[C:2]([F:1])[CH:3]=1)=[N:9][N:10]2[C:18]([C:25]1[CH:26]=[CH:27][CH:28]=[CH:29][CH:30]=1)([C:31]1[CH:32]=[CH:33][CH:34]=[CH:35][CH:36]=1)[C:19]1[CH:24]=[CH:23][CH:22]=[CH:21][CH:20]=1 |f:1.2|. Reported procedure: A total of 1.04 g of 3-(3-fluoro-phenyl)-1-trityl-1H-indazol-5-ylamine was dissolved in 22.3 ml of dichloromethane, and 375 mg of sodium hydrogencarbonate was added. Under ice-cooling and stirring, a solution of 0.12 ml of bromine in 50 ml dichloromethane was added dropwise over 50 minutes. After stirring for 2 hours while ice-cooling, saturated aqueous sodium thiosulfate solution and the mixture was extracted with diethyl ether. The resulting organic layer was washed with brine, dried over magn... Reactants: COCCOCCN(CCOCCOC)CCOCCOC (tris[2-(2-methoxyethoxy)-ethyl]amine), C(C=C)(=O)NC(CS(=O)(=O)O)(C)C (2-acrylamido-2-methyl-1-propanesulfonic acid), AMPS ammonium salt. Run at time 8 hour. Product: [NH4+].C(C=C)(=O)NC(CS(=O)(=O)[O-])(C)C (2-acrylamido-2-methyl-1-propanesulfonic acid-ammonium salt). Isolated yield 99.0%. RXN SMILES: COCCOCC[N:8](CCOCCOC)CCOCCOC.[C:23]([NH:27][C:28]([CH3:35])([CH3:34])[CH2:29][S:30]([OH:33])(=[O:32])=[O:31])(=[O:26])[CH:24]=[CH2:25]>>[NH4+:8].[C:23]([NH:27][C:28]([CH3:35])([CH3:34])[CH2:29][S:30]([O-:33])(=[O:31])=[O:32])(=[O:26])[CH:24]=[CH2:25] |f:2.3|. Reported procedure: A nitrogen purged 50 ml schlenk flask was charged with freshly distilled tris[2-(2-methoxyethoxy)-ethyl]amine (1.69 g, 5.24 mmol) and 2-acrylamido-2-methyl-1-propanesulfonic acid (AMPS) (1.09 g, 5.24 mmol) and stirred at ambient temperature for 8 hr or until completely dissolved. Total dissolution completes formation of the AMPS-ammonium salt monomer as a transparent light amber oil in a 99% yield which was used immediately without further purification. The reactants are CO, [K+], CCOC(=O)Cc1cccc(Oc2ccccc2C)c1[N+](=O)[O-], [OH-]. The product is Cc1ccccc1Oc1cccc(CC(=O)O)c1[N+](=O)[O-]. As a reaction SMILES: [CH3:26][OH:27].[K+:2].[N+:3](=[O:4])([O-:5])[c:6]1[c:7]([CH2:20][C:21](=[O:22])[O:23][CH2:24][CH3:25])[cH:8][cH:9][cH:10][c:11]1[O:12][c:13]1[c:14]([CH3:19])[cH:15][cH:16][cH:17][cH:18]1.[OH-:1]>>[N+:3](=[O:4])([O-:5])[c:6]1[c:7]([CH2:20][C:21](=[O:22])[OH:23])[cH:8][cH:9][cH:10][c:11]1[O:12][c:13]1[c:14]([CH3:19])[cH:15][cH:16][cH:17][cH:18]1. Starting materials: (2′R,4aS,12bS)-9-(4-fluorophenyl)-12b-(pyridin-2-ylmethyl)-2,4,4a,5,6,7,9,12b-octahydro-1H-spiro[benzo[6,7]cyclohepta[1,2-f]indazole-3,2′-oxirane]compound, FC1=CC=C(C=C1)N1N=CC=2C=C3C(=CC12)CCC[C@H]1[C@@]3(CC[C@]3(OC3)C1)CC1=NC=CC=C1 ((2′S,4aR,12bR)-9-(4-fluorophenyl)-12b-(pyridin-2-ylmethyl)-2,4,4a,5,6,7,9,12b-octahydro-1H-spiro[benzo[6,7]cyclohepta[1,2-f]indazole-3,2′-oxirane]), [BH4-].[Na+] (NaBH4). The solvent is CCO (EtOH). Reaction conditions: temperature 60 celsius, time 18 hour. Yields the product FC1=CC=C(C=C1)N1N=CC=2C=C3C(=CC12)CCC[C@H]1[C@@]3(CC[C@@](C1)(O)C)CC1=NC=CC=C1.FC1=CC=C(C=C1)N1N=CC=3C=C2C(=CC13)CCC[C@@H]1[C@]2(CC[C@](C1)(O)C)CC1=NC=CC=C1 ((3R,4aS,12bS)-9-(4-fluorophenyl)-3-methyl-12b-(pyridin-2-ylmethyl)-1,2,3,4,4a,5,6,7,9,12b-decahydrobenzo[6,7]cyclohepta[1,2-f]indazol-3-ol; compound with (3S,4aR,12bR)-9-(4-fluorophenyl)-3-methyl-12b-(pyridin-2-ylmethyl)-1,2,3,4,4a,5,6,7,9,12b-decahydrobenzo[6,7]cyclohepta[1,2-f]indazol-3-ol). As a reaction SMILES: [F:1][C:2]1[CH:7]=[CH:6][C:5]([N:8]2[C:16]3[CH:15]=[C:14]4[CH2:17][CH2:18][CH2:19][C@@H:20]5[CH2:27][C@:24]6([CH2:26][O:25]6)[CH2:23][CH2:22][C@:21]5([CH2:28][C:29]5[CH:34]=[CH:33][CH:32]=[CH:31][N:30]=5)[C:13]4=[CH:12][C:11]=3[CH:10]=[N:9]2)=[CH:4][CH:3]=1.[BH4-].[Na+]>CCO>[F:1][C:2]1[CH:3]=[CH:4][C:5]([N:8]2[C:16]3[CH:15]=[C:14]4[CH2:17][CH2:18][CH2:19][C@@H:20]5[CH2:27][C@@:24]([CH3:26])([OH:25])[CH2:23][CH2:22][C@:21]5([CH2:28][C:29]5[CH:34]=[CH:33][CH:32]=[CH:31][N:30]=5)[C:13]4=[CH:12][C:11]=3[CH:10]=[N:9]2)=[CH:6][CH:7]=1.[F:1][C:2]1[CH:3]=[CH:4][C:5]([N:8]2[C:16]3[CH:15]=[C:14]4[CH2:17][CH2:18][CH2:19][C@H:20]5[CH2:27][C@:24]([CH3:26])([OH:25])[CH2:23][CH2:22][C@@:21]5([CH2:28][C:29]5[CH:34]=[CH:33][CH:32]=[CH:31][N:30]=5)[C:13]4=[CH:12][C:11]=3[CH:10]=[N:9]2)=[CH:6][CH:7]=1 |f:1.2,4.5|. Reported procedure: A solution of (2′R,4aS,12bS)-9-(4-fluorophenyl)-12b-(pyridin-2-ylmethyl)-2,4,4a,5,6,7,9,12b-octahydro-1H-spiro[benzo[6,7]cyclohepta[1,2-f]indazole-3,2′-oxirane]compound with (2′S,4aR,12bR)-9-(4-fluorophenyl)-12b-(pyridin-2-ylmethyl)-2,4,4a,5,6,7,9,12b-octahydro-1H-spiro[benzo[6,7]cyclohepta[1,2-f]indazole-3,2′-oxirane] (12, R1=4-Fluorophenyl, R2=Pyridin-2-ylmethyl) (500 mg, 1.10 mmol) in EtOH (10 mL) was treated with NaBH4 (104 mg, 2.76 mmol). The reaction was warmed to 60° C. for about 20 min a... Reactants: COc2nc(OC)nc(Oc1ccc(C(C)=O)cc1)n2 (substrate), CCOC(=O)c1ccc(B(O)O)cc1 (effective_coupling_partner). Reagents/catalysts: dppf. Conditions: temperature 110 celsius, time 24 hour. Yields the product CCOC(=O)c2ccc(c1ccc(C(C)=O)cc1)cc2.